Task: describe an organic reaction: reactants, conditions, products, and yield. Dataset: the Open Reaction Database (ORD), a public repository of structured organic reaction records Starting materials: Cc1ccccc1, CCCC1CCC(C=Cc2c(C)cc(OCC)c(F)c2F)CC1, [H][H]. Yields the product CCCC1CCC(CCc2c(C)cc(OCC)c(F)c2F)CC1. RXN SMILES: [CH3:26][c:27]1[cH:28][cH:29][cH:30][cH:31][cH:32]1.[F:1][c:2]1[c:3]([CH:13]=[CH:14][CH:15]2[CH2:16][CH2:17][CH:18]([CH2:21][CH2:22][CH3:23])[CH2:19][CH2:20]2)[c:4]([CH3:12])[cH:5][c:6]([O:9][CH2:10][CH3:11])[c:7]1[F:8].[H:24][H:25]>>[F:1][c:2]1[c:3]([CH2:13][CH2:14][CH:15]2[CH2:16][CH2:17][CH:18]([CH2:21][CH2:22][CH3:23])[CH2:19][CH2:20]2)[c:4]([CH3:12])[cH:5][c:6]([O:9][CH2:10][CH3:11])[c:7]1[F:8]. Reactants: CCCOc1ccc([Sn](C)(C)C)cn1, [Cl-], Fc1cccc(F)c1C1=NC(c2ccc(Br)cc2)CO1, [Li+], C1COCCO1, c1ccc(P(c2ccccc2)(c2ccccc2)[Pd](P(c2ccccc2)(c2ccccc2)c2ccccc2)(P(c2ccccc2)(c2ccccc2)c2ccccc2)P(c2ccccc2)(c2ccccc2)c2ccccc2)cc1. Yields the product CCCOc1ccc(-c2ccc(C3COC(c4c(F)cccc4F)=N3)cc2)cn1. As a reaction SMILES: [CH2:21]([CH2:22][CH3:23])[O:24][c:25]1[n:26][cH:27][c:28]([Sn:31]([CH3:32])([CH3:33])[CH3:34])[cH:29][cH:30]1.[Cl-:36].[F:1][c:2]1[c:3]([C:9]2=[N:13][CH:12]([c:14]3[cH:15][cH:16][c:17]([Br:20])[cH:18][cH:19]3)[CH2:11][O:10]2)[c:4]([F:8])[cH:5][cH:6][cH:7]1.[Li+:35].[O:37]1[CH2:38][CH2:39][O:40][CH2:41][CH2:42]1.[cH:43]1[cH:44][cH:45][c:46]([P:47]([Pd:48]([P:49]([c:50]2[cH:51][cH:52][cH:53][cH:54][cH:55]2)([c:56]2[cH:57][cH:58][cH:59][cH:60][cH:61]2)[c:62]2[cH:63][cH:64][cH:65][cH:66][cH:67]2)([P:68]([c:69]2[cH:70][cH:71][cH:72][cH:73][cH:74]2)([c:75]2[cH:76][cH:77][cH:78][cH:79][cH:80]2)[c:81]2[cH:82][cH:83][cH:84][cH:85][cH:86]2)[P:87]([c:88]2[cH:89][cH:90][cH:91][cH:92][cH:93]2)([c:94]2[cH:95][cH:96][cH:97][cH:98][cH:99]2)[c:100]2[cH:101][cH:102][cH:103][cH:104][cH:105]2)([c:106]2[cH:107][cH:108][cH:109][cH:110][cH:111]2)[c:112]2[cH:113][cH:114][cH:115][cH:116][cH:117]2)[cH:118][cH:119]1>>[F:1][c:2]1[c:3]([C:9]2=[N:13][CH:12]([c:14]3[cH:15][cH:16][c:17](-[c:28]4[cH:27][n:26][c:25]([O:24][CH2:21][CH2:22][CH3:23])[cH:30][cH:29]4)[cH:18][cH:19]3)[CH2:11][O:10]2)[c:4]([F:8])[cH:5][cH:6][cH:7]1. Starting materials: C1(=CC=CC=C1)C1CC(C=2C=CNC2C1)=O (6-phenyl-4,5,6,7-tetrahydroindol-4-one), [H-].[Na+] (sodium hydride), C1(=CC=C(C=C1)S(=O)(=O)Cl)C (p-toluene sulfonylchloride). The solvent is CN(C=O)C (dimethylformamide). Run at time 30 minute. Yields the product CC1=CC=C(C=C1)S(=O)(=O)N1C=CC=2C(CC(CC12)C1=CC=CC=C1)=O (1-(4-methylphenyl)sulfonyl-6-phenyl-4,5,6,7-tetrahydroindol-4-one). Yield: 86.7%. As a reaction SMILES: [H-].[Na+].[C:3]1([CH:9]2[CH2:17][C:16]3[NH:15][CH:14]=[CH:13][C:12]=3[C:11](=[O:18])[CH2:10]2)[CH:8]=[CH:7][CH:6]=[CH:5][CH:4]=1.[C:19]1([CH3:29])[CH:24]=[CH:23][C:22]([S:25](Cl)(=[O:27])=[O:26])=[CH:21][CH:20]=1>CN(C)C=O>[CH3:29][C:19]1[CH:24]=[CH:23][C:22]([S:25]([N:15]2[C:16]3[CH2:17][CH:9]([C:3]4[CH:8]=[CH:7][CH:6]=[CH:5][CH:4]=4)[CH2:10][C:11](=[O:18])[C:12]=3[CH:13]=[CH:14]2)(=[O:27])=[O:26])=[CH:21][CH:20]=1 |f:0.1|. Reported procedure: To a suspension of 60% sodium hydride (0.16 g, washed with hexane thrice) in dimethylformamide (10 ml) was added 6-phenyl-4,5,6,7-tetrahydroindol-4-one (0.8 g), and the mixture was stirred at room temperature for 30 minutes. To the mixture was added p-toluene sulfonylchloride (0.76 g), and the mixture was stirred at the same temperature for 1 hour. Under reduced pressure, the solvent was evaporated, and the residue was dissolved in ethyl acetate. The solution was washed with water and saturated ... Starting materials: ClC1=C(C(=O)C2=C(C=CC(=C2)Cl)N2N=C(N=C2CN(C)C)C(=O)N)C=CC=C1 (1-[2-(o-chlorobenzoyl)-4-chlorophenyl]-5-[(dimethylamino)-methyl]-1H-1,2,4-triazole-3-carboxamide), C1(=CC=C(C=C1)S(=O)(=O)Cl)C (p-toluenesulphonic acid chloride), CCOCC (ether), ice water. Solvent: N1=CC=CC=C1 (pyridine), CN(C=O)C (N,N-dimethylformamide). Run at time 2 hour. Product: ClC1=C(C(=O)C2=C(C=CC(=C2)Cl)N2N=C(N=C2CN(C)C)C#N)C=CC=C1 (1-[2-(o-chlorobenzoyl)-4-chlorophenyl]-5-[(dimethylamino)-methyl]-1H-1,2,4-triazole-3-carbonitrile). RXN SMILES: [Cl:1][C:2]1[CH:28]=[CH:27][CH:26]=[CH:25][C:3]=1[C:4]([C:6]1[CH:11]=[C:10]([Cl:12])[CH:9]=[CH:8][C:7]=1[N:13]1[C:17]([CH2:18][N:19]([CH3:21])[CH3:20])=[N:16][C:15]([C:22]([NH2:24])=O)=[N:14]1)=[O:5].C1(C)C=CC(S(Cl)(=O)=O)=CC=1.CCOCC>N1C=CC=CC=1.CN(C)C=O>[Cl:1][C:2]1[CH:28]=[CH:27][CH:26]=[CH:25][C:3]=1[C:4]([C:6]1[CH:11]=[C:10]([Cl:12])[CH:9]=[CH:8][C:7]=1[N:13]1[C:17]([CH2:18][N:19]([CH3:21])[CH3:20])=[N:16][C:15]([C:22]#[N:24])=[N:14]1)=[O:5]. Procedure details: A mixture of 4.18 g (0.01 mole) of 1-[2-(o-chlorobenzoyl)-4-chlorophenyl]-5-[(dimethylamino)-methyl]-1H-1,2,4-triazole-3-carboxamide and 2.86 g (0.015 mole) of p-toluenesulphonic acid chloride in 2.42 ml of pyridine and 24 ml of N,N-dimethylformamide is stirred for 2 hours at room temperature. The initially yellow colour of the reaction mixture changes during this time to green and then to red-brown. The reaction solution is poured into ice water, and extraction is performed twice with ether. Th...